Dataset: the Open Reaction Database (ORD), a public repository of structured organic reaction records. Task: describe an organic reaction: reactants, conditions, products, and yield Reactants: COC(=O)c1cc(N(C)C(C)=O)c(C(F)(F)F)cc1N, O=C(Cl)Oc1ccc(Cl)cc1, C1COCCO1. Yields the product COC(=O)c1cc(N(C)C(C)=O)c(C(F)(F)F)cc1NC(=O)Oc1ccc(Cl)cc1. As a reaction SMILES: [CH3:12][O:13][C:14]([c:15]1[c:16]([NH2:30])[cH:17][c:18]([C:26]([F:27])([F:28])[F:29])[c:19]([N:21]([CH3:22])[C:23]([CH3:24])=[O:25])[cH:20]1)=[O:31].[Cl:1][C:2](=[O:3])[O:4][c:5]1[cH:6][cH:7][c:8]([Cl:11])[cH:9][cH:10]1.[O:32]1[CH2:33][CH2:34][O:35][CH2:36][CH2:37]1>>[C:2](=[O:3])([O:4][c:5]1[cH:6][cH:7][c:8]([Cl:11])[cH:9][cH:10]1)[NH:30][c:16]1[c:15]([C:14]([O:13][CH3:12])=[O:31])[cH:20][c:19]([N:21]([CH3:22])[C:23]([CH3:24])=[O:25])[c:18]([C:26]([F:27])([F:28])[F:29])[cH:17]1.